describe an organic reaction: reactants, conditions, products, and yield From a dataset of the Open Reaction Database (ORD), a public repository of structured organic reaction records. Reactants: BrBr (Bromine), BrBr (bromine), BrBr (bromine), ClC1=CCC(CC1)C#N (1-chloro-4-cyanocyclo-hex-1-ene), BrBr (bromine), ClC1=CCC(CC1)C#N (1-chloro-4-cyanocyclo-hex-1-ene). Procedure details: To a 25 ml three-necked flask equipped with an equal pressure additional funnel, a dry-ice condenser with a gas outlet and a stopper, is charged 14.2 g (0.1 mole) of 1-chloro-4-cyanocyclo-hex-1-ene (I) and 3 g of chlorobenzene The mixture is heated to 90°-100° C. with stirring. Bromine, 32 g (0.2 mole), is added dropwise, sub-surface. The reddish-brown color dissipates quickly and a gas evolution occurs. When approximately 24 g of bromine has been added, the pot temperature is raised to 120°-130... Solvent: ClC1=CC=CC=C1 (chlorobenzene). The product is ClC1=CC=C(C#N)C=C1 (4-chlorobenzonitrile). Reaction SMILES: [Cl:1][C:2]1[CH2:7][CH2:6][CH:5]([C:8]#[N:9])[CH2:4][CH:3]=1.BrBr>ClC1C=CC=CC=1>[Cl:1][C:2]1[CH:7]=[CH:6][C:5]([C:8]#[N:9])=[CH:4][CH:3]=1. Starting materials: ClC1=CC=NC2=CC(=C(C=C12)OC)OC (4-Chloro-6,7-dimethoxyquinoline), C(C=1C(O)=CC=CC1)(=O)OCCC (n-propyl salicylate). Reagents/catalysts: CN(C1=CC=NC=C1)C (4-dimethylaminopyridine). Run in ClC1=C(C=CC=C1)Cl (o-dichlorobenzene). Reaction conditions: temperature 140 celsius, time 2 hour. Product: COC=1C=C2C(=CC=NC2=CC1OC)OC1=C(C(=O)OCCC)C=CC=C1 (Propyl 2-[(6,7-dimethoxy-4-quinolyl)oxy]benzoate). The yield is 56.5%. RXN SMILES: Cl[C:2]1[C:11]2[C:6](=[CH:7][C:8]([O:14][CH3:15])=[C:9]([O:12][CH3:13])[CH:10]=2)[N:5]=[CH:4][CH:3]=1.[C:16]([O:25][CH2:26][CH2:27][CH3:28])(=[O:24])[C:17]1[C:18](=[CH:20][CH:21]=[CH:22][CH:23]=1)[OH:19]>CN(C)C1C=CN=CC=1.ClC1C=CC=CC=1Cl>[CH3:13][O:12][C:9]1[CH:10]=[C:11]2[C:6](=[CH:7][C:8]=1[O:14][CH3:15])[N:5]=[CH:4][CH:3]=[C:2]2[O:19][C:18]1[CH:20]=[CH:21][CH:22]=[CH:23][C:17]=1[C:16]([O:25][CH2:26][CH2:27][CH3:28])=[O:24]. Procedure details: 4-Chloro-6,7-dimethoxyquinoline (112 mg), n-propyl salicylate (360 mg), and 4-dimethylaminopyridine (244 mg) were suspended in o-dichlorobenzene (1 ml), and the suspension was stirred at 120° C. overnight and at 140° C. for 2 hr. The reaction solution was cooled to room temperature, and the solvent was removed by distillation under the reduced pressure. Water was then added to the reaction solution, and the mixture was extracted with chloroform. The chloroform layer was washed with water and was... The product is CC(=O)OCC1OC(c2ccc(Cl)c(CN3Cc4ccccc4C3)c2)C(OC(C)=O)C(OC(C)=O)C1OC(C)=O. Reaction SMILES: [Br:1][c:2]1[cH:3][cH:4][c:5](=[O:6])[n:7]([CH2:8][c:9]2[cH:10][cH:11][c:12]([CH2:13][CH3:14])[cH:15][cH:16]2)[cH:17]1.[C:18]([CH3:19])(=[O:20])[O:21][CH:22]1[CH:23]([c:41]2[cH:42][cH:43][c:44]([Cl:49])[c:45]([CH:46]=[O:47])[cH:48]2)[O:24][CH:25]([CH2:36][O:37][C:38]([CH3:39])=[O:40])[CH:26]([O:32][C:33]([CH3:34])=[O:35])[CH:27]1[O:28][C:29]([CH3:30])=[O:31].[C:59]([O:60][BH-:61]([O:62][C:63](=[O:64])[CH3:65])[O:66][C:67](=[O:68])[CH3:69])(=[O:70])[CH3:71].[C:73](=[O:74])([O-:75])[OH:76].[CH2:50]1[NH:51][CH2:52][c:53]2[cH:54][cH:55][cH:56][cH:57][c:58]21.[CH3:82][C:83](=[O:84])[OH:85].[Cl:78][CH2:79][CH2:80][Cl:81].[Na+:72].[Na+:77]>>[C:18]([CH3:19])(=[O:20])[O:21][CH:22]1[CH:23]([c:41]2[cH:42][cH:43][c:44]([Cl:49])[c:45]([CH2:46][N:51]3[CH2:50][c:58]4[c:53]([cH:54][cH:55][cH:56][cH:57]4)[CH2:52]3)[cH:48]2)[O:24][CH:25]([CH2:36][O:37][C:38]([CH3:39])=[O:40])[CH:26]([O:32][C:33]([CH3:34])=[O:35])[CH:27]1[O:28][C:29]([CH3:30])=[O:31]. The reactants are CCc1ccc(Cn2cc(Br)ccc2=O)cc1, CC(=O)OCC1OC(c2ccc(Cl)c(C=O)c2)C(OC(C)=O)C(OC(C)=O)C1OC(C)=O, CC(=O)O[BH-](OC(C)=O)OC(C)=O, O=C([O-])O, c1ccc2c(c1)CNC2, CC(=O)O, ClCCCl, [Na+], [Na+]. As a reaction SMILES: [CH3:1][C:2]1([CH3:13])[C@H:4]([CH:5]=[C:6]2[CH2:9][CH2:8][CH2:7]2)[C@H:3]1[C:10](Cl)=[O:11].[CH2:14]([OH:16])[CH3:15]>>[CH3:1][C:2]1([CH3:13])[C@H:4]([CH:5]=[C:6]2[CH2:9][CH2:8][CH2:7]2)[C@H:3]1[C:10]([O:16][CH2:14][CH3:15])=[O:11]. Yields the product CC1([C@@H]([C@H]1C=C1CCC1)C(=O)OCC)C (ethyl (1R,trans) 2,2-dimethyl-3-cyclobutylidenemethyl-cyclopropane-1-carboxylate). Reported procedure: A solution of 12 g of (1R,trans) 2,2-dimethyl-3-cyclobutylidenemethyl-cyclopropane-1-carboxylic acid chloride and 25 ml of ethanol was stirred at room temperature for 8 hours and was evaporated to dryness at 45° C. under reduced pressure. The residue was taken up in isopropyl ether and the solution was washed with water, dried and evaporated to dryness under reduced pressure at 45° C. The residue was chromatographed over silica gel and was eluted with a 9-1 petroleum ether (b.p.=60°-80° C.)--iso... Starting materials: CC1([C@@H]([C@H]1C=C1CCC1)C(=O)Cl)C ((1R,trans) 2,2-dimethyl-3-cyclobutylidenemethyl-cyclopropane-1-carboxylic acid chloride), C(C)O (ethanol). The solvent is N1=CC=CC=C1 (pyridine), ClCCl (Dichloromethane). Run at time 4 hour. Yields the product COC1=CC=C(C(C2=CC=C(C=C2)OC)(C2=CC=CC=C2)OC[C@@H]2[C@@]3(CCO[C@@]3([C@@H](O2)N2C(=O)NC(=O)C(C)=C2)OC)O)C=C1 ((1S,5R,6R,8R)-6-(4,4′-Dimethoxytrityloxymethyl)-5-hydroxy-1-methoxy-8-(thymin-1-yl)-2,7-dioxabicyclo[3.3.0]octane). Isolated yield 92.8%. Starting materials: O[C@]12CCO[C@@]2([C@@H](O[C@@H]1CO)N1C(=O)NC(=O)C(C)=C1)OC ((1S,5R,6R,8R)-5-Hydroxy-6-hydroxymethyl-1-methoxy-8-(thymin-1-yl)-2,7-dioxabicyclo[3.3.0]octane), COC1=CC=C(C(C2=CC=C(C=C2)OC)(C2=CC=CC=C2)Cl)C=C1 (4,4′-dimethoxytrityl chloride), C(O)([O-])=O.[Na+] (sodium hydrogencarbonate), C1(=CC=CC=C1)C (toluene). Procedure details: A mixture of compound 17 (0.95 g, 3.03 mmol) and 4,4′-dimethoxytrityl chloride (1.54 g, 4.77 mmol) was dissolved in anhydrous pyridine (20 cm3) and stirred for 4 h at room temperature. The reaction mixture was evaporated to give an oily residue which was coevaporated with toluene (2×20 cm3). Dichloromethane (50 cm3) and a saturated aqueous solution of sodium hydrogencarbonate (50 cm3) were added, the organic phase was separated and evaporated, and the residue purified by silica gel HPLC (the res... As a reaction SMILES: [OH:1][C@:2]12[C@@H:9]([CH2:10][OH:11])[O:8][C@@H:7]([N:12]3[CH:20]=[C:18]([CH3:19])[C:16](=[O:17])[NH:15][C:13]3=[O:14])[C@@:6]1([O:21][CH3:22])[O:5][CH2:4][CH2:3]2.[CH3:23][O:24][C:25]1[CH:46]=[CH:45][C:28]([C:29](Cl)([C:38]2[CH:43]=[CH:42][CH:41]=[CH:40][CH:39]=2)[C:30]2[CH:35]=[CH:34][C:33]([O:36][CH3:37])=[CH:32][CH:31]=2)=[CH:27][CH:26]=1.C1(C)C=CC=CC=1.C(=O)([O-])O.[Na+]>N1C=CC=CC=1.ClCCl>[CH3:37][O:36][C:33]1[CH:32]=[CH:31][C:30]([C:29]([O:11][CH2:10][C@H:9]2[O:8][C@@H:7]([N:12]3[CH:20]=[C:18]([CH3:19])[C:16](=[O:17])[NH:15][C:13]3=[O:14])[C@:6]3([O:21][CH3:22])[C@@:2]2([OH:1])[CH2:3][CH2:4][O:5]3)([C:38]2[CH:39]=[CH:40][CH:41]=[CH:42][CH:43]=2)[C:28]2[CH:45]=[CH:46][C:25]([O:24][CH3:23])=[CH:26][CH:27]=2)=[CH:35][CH:34]=1 |f:3.4|. The reactants are O=C1c2c(Cl)cc(Br)cc2CN1Cc1ccc(Cl)cc1, O=C([O-])[O-], Cc1ccccc1, [Cs+], [Cs+], OCC(F)(F)F, CC(=O)[O-], CC(=O)[O-], [Pd+2]. Product: O=C1c2c(Cl)cc(OCC(F)(F)F)cc2CN1Cc1ccc(Cl)cc1. RXN SMILES: [Br:1][c:2]1[cH:3][c:4]2[c:8]([c:9]([Cl:11])[cH:10]1)[C:7](=[O:12])[N:6]([CH2:13][c:14]1[cH:15][cH:16][c:17]([Cl:20])[cH:18][cH:19]1)[CH2:5]2.[C:21](=[O:22])([O-:23])[O-:24].[CH3:33][c:34]1[cH:35][cH:36][cH:37][cH:38][cH:39]1.[Cs+:25].[Cs+:26].[F:27][C:28]([CH2:29][OH:30])([F:31])[F:32].[O-:41][C:42]([CH3:43])=[O:44].[O-:45][C:46]([CH3:47])=[O:48].[Pd+2:40]>>[c:2]1([O:30][CH2:29][C:28]([F:27])([F:31])[F:32])[cH:3][c:4]2[c:8]([c:9]([Cl:11])[cH:10]1)[C:7](=[O:12])[N:6]([CH2:13][c:14]1[cH:15][cH:16][c:17]([Cl:20])[cH:18][cH:19]1)[CH2:5]2. The reactants are [H-].[Li+].[Al+3].[H-].[H-].[H-] (aluminum lithium hydride), OC=1C=C(C(=O)OC)C=C(C1)OCOC (methyl 3-hydroxy-5-(methoxymethoxy)benzoate), [OH-].[Na+] (sodium hydroxide), O (water), O (water). Solvent: O1CCCC1 (tetrahydrofuran), O1CCCC1 (tetrahydrofuran). Conditions: time 4 hour. The product is OCC=1C=C(C=C(C1)OCOC)O (3-(Hydroxymethyl)-5-(methoxymethoxy)phenol). Isolated yield 66.3%. Reaction SMILES: [H-].[Li+].[Al+3].[H-].[H-].[H-].[OH:7][C:8]1[CH:9]=[C:10]([CH:15]=[C:16]([O:18][CH2:19][O:20][CH3:21])[CH:17]=1)[C:11](OC)=[O:12].O.[OH-].[Na+]>O1CCCC1>[OH:12][CH2:11][C:10]1[CH:9]=[C:8]([OH:7])[CH:17]=[C:16]([O:18][CH2:19][O:20][CH3:21])[CH:15]=1 |f:0.1.2.3.4.5,8.9|. Procedure: With ice cooling, to a solution of aluminum lithium hydride (1.80 g, 47.5 mmol) in tetrahydrofuran (50 mL) was added dropwise a solution of methyl 3-hydroxy-5-(methoxymethoxy)benzoate (7.74 g, 36.5 mmol) in tetrahydrofuran (50 mL), and the mixture was stirred at room temperature for 4 hours. To the reaction solution were successively added water (2 mL), a 15% aqueous sodium hydroxide solution (2 mL) and water (7 mL), and the mixture was further stirred for 2 hours. The reaction mixture was filte... The reactants are ClC1=NC(=CC=C1OCC1CO1)C (2-chloro-3-(2,3-epoxy-propoxy)-6-methylpyridine), N1CCC(CC1)N1C(NCC1)=O (1-(4-piperidyl)-imidazolidin-2-one). Run in C(C)(C)O (isopropanol). Product: OC(CN1CCC(CC1)N1C(NCC1)=O)COC=1C(=NC(=CC1)C)Cl (1-{1-[2-hydroxy-3-(2-chloro-6-methyl-3-pyridyloxy)-propyl]-4-piperidyl}-imidazolidin-2-one). As a reaction SMILES: [Cl:1][C:2]1[C:7]([O:8][CH2:9][CH:10]2[O:12][CH2:11]2)=[CH:6][CH:5]=[C:4]([CH3:13])[N:3]=1.[NH:14]1[CH2:19][CH2:18][CH:17]([N:20]2[CH2:24][CH2:23][NH:22][C:21]2=[O:25])[CH2:16][CH2:15]1>C(O)(C)C>[OH:12][CH:10]([CH2:9][O:8][C:7]1[C:2]([Cl:1])=[N:3][C:4]([CH3:13])=[CH:5][CH:6]=1)[CH2:11][N:14]1[CH2:15][CH2:16][CH:17]([N:20]2[CH2:24][CH2:23][NH:22][C:21]2=[O:25])[CH2:18][CH2:19]1. Reported procedure: 1.1 g of 2-chloro-3-(2,3-epoxy-propoxy)-6-methylpyridine and 0.76 g of 1-(4-piperidyl)-imidazolidin-2-one are refluxed in 40 ml of isopropanol for 1 hour. Evaporating off the solvent and recrystallising the residue from the isopropanol/ether yields 1-{1-[2-hydroxy-3-(2-chloro-6-methyl-3-pyridyloxy)-propyl]-4-piperidyl}-imidazolidin-2-one with a melting point of 175°-180°. Reactants: ClC1=CC=C(C=C1)S(=O)(=O)N([C@@H](CCCS(=O)(=O)NC)C)C1=C(C=CC(=C1)Cl)Cl (4-chloro-N-[2,5-dichlorophenyl]-N-[4-[(methylamino)sulfonyl]-1(R)-methylbutyl]benzenesulfonamide), C(CCCC)S(=O)(=O)Cl (pentylsulfonyl chloride), C(C)NCC (diethylamine). Yields the product ClC1=CC=C(C=C1)S(=O)(=O)N([C@@H](CCCS(=O)(=O)N(CC)CC)C)C1=C(C=CC(=C1)Cl)Cl (4-chloro-N-[2,5-dichlorophenyl]-N-[4-(diethylaminosulfonyl)-1(R)-methylbutyl]-benzenesulfonamide). Yield: 59.0%. RXN SMILES: [Cl:1][C:2]1[CH:7]=[CH:6][C:5]([S:8]([N:11]([C:22]2[CH:27]=[C:26]([Cl:28])[CH:25]=[CH:24][C:23]=2[Cl:29])[C@H:12]([CH3:21])[CH2:13][CH2:14][CH2:15][S:16]([NH:19][CH3:20])(=[O:18])=[O:17])(=[O:10])=[O:9])=[CH:4][CH:3]=1.[CH2:30](S(Cl)(=O)=O)[CH2:31]CCC.[CH2:39](NCC)C>>[Cl:1][C:2]1[CH:7]=[CH:6][C:5]([S:8]([N:11]([C:22]2[CH:27]=[C:26]([Cl:28])[CH:25]=[CH:24][C:23]=2[Cl:29])[C@H:12]([CH3:21])[CH2:13][CH2:14][CH2:15][S:16]([N:19]([CH2:30][CH3:31])[CH2:20][CH3:39])(=[O:17])=[O:18])(=[O:10])=[O:9])=[CH:4][CH:3]=1. Procedure details: 4-chloro-N-[2,5-dichlorophenyl]-N-[4-(diethylaminosulfonyl)-1(R)-methylbutyl]-benzenesulfonamide was prepared analogous to 4-chloro-N-[2,5-dichlorophenyl]-N-[4-[(methylamino)sulfonyl]-1(R)-methylbutyl]benzenesulfonamide by reacting (4R)-4-[2,5-dichlorophenyl][4-chlorophenyl)sulfonyl]-amino]pentylsulfonyl chloride with diethylamine. Yield=59%; MS (ESI+), 541 (M+H)+. Starting materials: O=Cc1coc2cc(C(=O)O)[nH]c12, Cl, NO, CN(C)C=O. Yields the product N#Cc1coc2cc(C(=O)O)[nH]c12. As a reaction SMILES: [CH:1](=[O:2])[c:3]1[cH:4][o:5][c:6]2[c:7]1[nH:8][c:9]([C:11](=[O:12])[OH:13])[cH:10]2.[ClH:14].[NH2:15][OH:16].[O:17]=[CH:18][N:19]([CH3:20])[CH3:21]>>[C:1]([c:3]1[cH:4][o:5][c:6]2[c:7]1[nH:8][c:9]([C:11](=[O:12])[OH:13])[cH:10]2)#[N:15].